This data is from the Open Reaction Database (ORD), a public repository of structured organic reaction records. The task is: describe an organic reaction: reactants, conditions, products, and yield Run in CO (methanol). As a reaction SMILES: [C:1]([O:8][CH3:9])(=[O:7])[CH2:2][CH2:3]C(C)=O.[CH:10]([SH:13])([SH:12])[CH3:11].B(F)(F)F.[CH3:18][CH2:19]OCC>CO>[CH3:11][C:10]1([CH2:3][CH2:2][C:1]([O:8][CH3:9])=[O:7])[S:13][CH2:19][CH2:18][S:12]1 |f:2.3|. Reactants: B(F)(F)F.CCOCC (boron trifluoride etherate), C(CCC(=O)C)(=O)OC (methyl levulinate), C(C)(S)S (ethanedithiol), reagent, B(F)(F)F.CCOCC (boron trifluoride etherate). Procedure details: Into a mixture of about 100 g of methyl levulinate and about 100 ml of ethanedithiol was slowly poured boron trifluoride etherate until reflux began. An about 500 ml portion of methanol was added followed by sufficient boron trifluoride etherate to make a total of about 100 ml of this reagent. The mixture was stirred overnight, the solvent removed and the residue poured into saturated sodium bi-carbonate. The mixture was extracted with ether. The ether extract was dried, the solvent removed and ... Yields the product CC1(SCCS1)CCC(=O)OC (Methyl 2-methyl-1,3-dithiolane-2-propanoate). Reaction conditions: time 8 hour. Starting materials: CC1=CC(=NC(=C1)C)N1S(C2=C(NC1=O)N=CC=C2)(=O)=O (2-(4,6-dimethylpyridin-2-yl)-2H-pyrido[2,3-e][1,2,4]thiadiazin-3(4H)-one 1,1-dioxide), FC1=C(CBr)C(=CC(=C1)OC)F (2,6-difluoro-4-methoxybenzyl bromide), C(=O)([O-])[O-].[K+].[K+] (K2CO3), COC1=C(C=C(C=C1C)N1S(C2=C(N(C1=O)CC1=C(C=C(C=C1F)F)F)C=CC=C2)(=O)=O)C (2-(4-methoxy-3,5-dimethylphenyl)-4-(2,4,6-trifluorobenzyl)-2H-1,2,4-benzothiadiazin-3(4H)-one 1,1-dioxide). Solvent: CN(C)C=O (DMF). Product: FC1=C(CN2C(N(S(C3=C2N=CC=C3)(=O)=O)C3=NC(=CC(=C3)C)C)=O)C(=CC(=C1)OC)F (4-(2,6-Difluoro-4-methoxybenzyl)-2-(4,6-di methyl pyridin-2-yl)-2H-pyrido[2,3-e][1,2,4]thiadiazin-3(4H)-one 1,1-dioxide). The yield is 50.0%. RXN SMILES: [CH3:1][C:2]1[CH:7]=[C:6]([CH3:8])[N:5]=[C:4]([N:9]2[C:14](=[O:15])[NH:13][C:12]3[N:16]=[CH:17][CH:18]=[CH:19][C:11]=3[S:10]2(=[O:21])=[O:20])[CH:3]=1.[F:22][C:23]1[CH:30]=[C:29]([O:31][CH3:32])[CH:28]=[C:27]([F:33])[C:24]=1[CH2:25]Br.C([O-])([O-])=O.[K+].[K+].COC1C(C)=CC(N2C(=O)N(CC3C(F)=CC(F)=CC=3F)C3C=CC=CC=3S2(=O)=O)=CC=1C>CN(C=O)C>[F:22][C:23]1[CH:30]=[C:29]([O:31][CH3:32])[CH:28]=[C:27]([F:33])[C:24]=1[CH2:25][N:13]1[C:12]2[N:16]=[CH:17][CH:18]=[CH:19][C:11]=2[S:10](=[O:20])(=[O:21])[N:9]([C:4]2[CH:3]=[C:2]([CH3:1])[CH:7]=[C:6]([CH3:8])[N:5]=2)[C:14]1=[O:15] |f:2.3.4|. Procedure details: The title compound (85 mg, 0.18 mmol) was prepared from 2-(4,6-dimethylpyridin-2-yl)-2H-pyrido[2,3-e][1,2,4]thiadiazin-3(4H)-one 1,1-dioxide (IntF2) (110 mg, 0.36 mmol), 2,6-difluoro-4-methoxybenzyl bromide (103 mg, 0.43 mmol) and K2CO3 (75 mg, 0.54 mmol) in DMF (3 mL) using the methods of (115). Procedure: To a solution of methyl 2,4-dimethyl-6-hydroxy-3-(4′-methoxymethoxy-3′-iso-propylbenzyl)benzoate in ethanol-water (3.0 mL, 95:5) at room temperature was added NaBH4. The reaction mixture was heated at 80° C. for 4 h and cooled to room temperature. The reaction mixture was quenched with aqueous NH4Cl and extracted with ether. The organic layer was dried over MgSO4, filtered and concentrated under reduced pressure. The crude product was purified by column chromatography on silica gel, eluting with... Yields the product CC1=C(CO)C(=CC(=C1CC1=CC(=C(C=C1)OCOC)C(C)C)C)O (2,4-dimethyl-6-hydroxy-3-(4′-methoxymethoxy-3′-iso-propylbenzyl)benzyl alcohol). Reactants: CC1=C(C(=O)OC)C(=CC(=C1CC1=CC(=C(C=C1)OCOC)C(C)C)C)O (methyl 2,4-dimethyl-6-hydroxy-3-(4′-methoxymethoxy-3′-iso-propylbenzyl)benzoate), [BH4-].[Na+] (NaBH4). Run in C(C)O.O (ethanol water). RXN SMILES: [CH3:1][C:2]1[C:11]([CH2:12][C:13]2[CH:18]=[CH:17][C:16]([O:19][CH2:20][O:21][CH3:22])=[C:15]([CH:23]([CH3:25])[CH3:24])[CH:14]=2)=[C:10]([CH3:26])[CH:9]=[C:8]([OH:27])[C:3]=1[C:4](OC)=[O:5].[BH4-].[Na+]>C(O)C.O>[CH3:1][C:2]1[C:11]([CH2:12][C:13]2[CH:18]=[CH:17][C:16]([O:19][CH2:20][O:21][CH3:22])=[C:15]([CH:23]([CH3:24])[CH3:25])[CH:14]=2)=[C:10]([CH3:26])[CH:9]=[C:8]([OH:27])[C:3]=1[CH2:4][OH:5] |f:1.2,3.4|. Conditions: temperature 80 celsius. Starting materials: O(Cl)Cl.[Zr] (zirconium oxychloride), [Sn] (tin), P(O)(O)(O)=O (phosphoric acid), O(Cl)Cl (oxychloride), [Zr] (zirconium), O(Cl)Cl.[Sn] (tin oxychloride). Reagents/catalysts: [Ti] (titanium), O(Cl)Cl.[Ti] (titanium oxychloride). The product is P(=O)([O-])([O-])[O-] (phosphate), P(=O)([O-])([O-])[O-].[Zr+4].P(=O)([O-])([O-])[O-].P(=O)([O-])([O-])[O-].P(=O)([O-])([O-])[O-].[Zr+4].[Zr+4] (zirconium phosphate). As a reaction SMILES: O(Cl)Cl.[Zr:4].[Sn].O(Cl)Cl.[Zr].O(Cl)Cl.[Sn].[P:14](=[O:18])([OH:17])([OH:16])[OH:15]>[Ti].O(Cl)Cl.[Ti]>[P:14]([O-:18])([O-:17])([O-:16])=[O:15].[P:14]([O-:18])([O-:17])([O-:16])=[O:15].[Zr+4:4].[P:14]([O-:18])([O-:17])([O-:16])=[O:15].[P:14]([O-:18])([O-:17])([O-:16])=[O:15].[P:14]([O-:18])([O-:17])([O-:16])=[O:15].[Zr+4:4].[Zr+4:4] |f:3.4,5.6,9.10,12.13.14.15.16.17.18,^3:4,12|. Procedure details: That is, an oxychloride having a tetravalent metal such as zirconium, titanium or tin as a constituent element, for example, zirconium oxychloride, titanium oxychloride or tin oxychloride is added to a concentrated aqueous phosphoric acid solution, and after refluxing under heating for 24 hours, the precipitate is subjected to filtration, washing with water, drying and grinding to obtain a phosphate such as zirconium phosphate [Zr(HPO4)2.H2O]. This phosphate is immersed in an aqueous solution wh... The reactants are CCOC(=O)C(C)(C)Br, CCO, [Na], Oc1ccc(C=Nc2ccccc2)cc1. Product: CCOC(=O)C(C)(C)Oc1ccc(C=Nc2ccccc2)cc1. As a reaction SMILES: [Br:17][C:18]([C:19](=[O:20])[O:21][CH2:22][CH3:23])([CH3:24])[CH3:25].[CH3:26][CH2:27][OH:28].[Na:1].[c:2]1([N:8]=[CH:9][c:10]2[cH:11][cH:12][c:13]([OH:16])[cH:14][cH:15]2)[cH:3][cH:4][cH:5][cH:6][cH:7]1>>[c:2]1([N:8]=[CH:9][c:10]2[cH:11][cH:12][c:13]([O:16][C:18]([C:19](=[O:20])[O:21][CH2:22][CH3:23])([CH3:24])[CH3:25])[cH:14][cH:15]2)[cH:3][cH:4][cH:5][cH:6][cH:7]1.